From a dataset of the Open Reaction Database (ORD), a public repository of structured organic reaction records. describe an organic reaction: reactants, conditions, products, and yield The reactants are C(C)(=O)O[BH-](OC(C)=O)OC(C)=O.[Na+] (sodium triacetoxyborohydride), C=O (formaldehyde), C(CCC)C1=NC=2C(=NC3=C(NC2S1)C=CC=C3)N3C[C@@H](NCC3)CCC3=CC=CC=C3 ((S)-2-Butyl-10-(3-phenethyl-piperazin-1-yl)-4H-3-thia-1,4,9-triaza-benzo[f]azulene). Solvent: C([O-])(O)=O.[Na+] (sodium bicarbonate), ClC(C)Cl (dichloroethane). Reaction conditions: time 5 hour. Yields the product solution, N (ammonia), C(CCC)C1=NC=2C(=NC3=C(NC2S1)C=CC=C3)N3C[C@@H](N(CC3)C)CCC3=CC=CC=C3 ((S)-2-Butyl-10-(4-methyl-3-phenethyl-piperazin-1 yl)-4H-3-thia-1,4,9-triaza-benzo[f]azulene). Isolated yield 5.0%. RXN SMILES: [C:1](O[BH-](OC(=O)C)OC(=O)C)(=O)C.[Na+].C=O.[CH2:17]([C:21]1[S:30][C:29]2[NH:28][C:27]3[CH:31]=[CH:32][CH:33]=[CH:34][C:26]=3[N:25]=[C:24]([N:35]3[CH2:40][CH2:39][NH:38][C@@H:37]([CH2:41][CH2:42][C:43]4[CH:48]=[CH:47][CH:46]=[CH:45][CH:44]=4)[CH2:36]3)[C:23]=2[N:22]=1)[CH2:18][CH2:19][CH3:20]>ClC(Cl)C.C(=O)(O)[O-].[Na+]>[NH3:22].[CH2:17]([C:21]1[S:30][C:29]2[NH:28][C:27]3[CH:31]=[CH:32][CH:33]=[CH:34][C:26]=3[N:25]=[C:24]([N:35]3[CH2:40][CH2:39][N:38]([CH3:1])[C@@H:37]([CH2:41][CH2:42][C:43]4[CH:44]=[CH:45][CH:46]=[CH:47][CH:48]=4)[CH2:36]3)[C:23]=2[N:22]=1)[CH2:18][CH2:19][CH3:20] |f:0.1,5.6|. Procedure details: Add sodium triacetoxyborohydride and aqueous formaldehyde (37%w/w, to a solution of (S)-2-Butyl-10-(3-phenethyl-piperazin-1-yl)-4H-3-thia-1,4,9-triaza-benzo[f]azulene (0.50 g, 1.1 mmol) in dichloroethane (12 mL) and stir. After 5 hours, dilute with a saturated aqueous solution of sodium bicarbonate, and separate the layers. Extract the aqueous layer with dichloromethane (3×), combine organics, and dry (sodium sulfate), filter, and concentrate under reduced pressure to an oil (0.24 g). Purify the... Reactants: N#CCNC(=O)C1(N)CCCCC1, CCCN1CCN(c2ccc(C(=O)O)cc2)CC1, CN1CCOCC1, CC#N, CC(=O)O, CC(C)N=C=NC(C)C, On1nnc2ccccc21. The product is CCCN1CCN(c2ccc(C(=O)NC3(C(=O)NCC#N)CCCCC3)cc2)CC1. Reaction SMILES: [C:45](#[N:46])[CH2:47][NH:48][C:49](=[O:50])[C:51]1([NH2:57])[CH2:52][CH2:53][CH2:54][CH2:55][CH2:56]1.[CH2:1]([CH2:2][CH3:3])[N:4]1[CH2:5][CH2:6][N:7]([c:10]2[cH:11][cH:12][c:13]([C:14](=[O:15])[OH:16])[cH:17][cH:18]2)[CH2:8][CH2:9]1.[CH3:29][N:30]1[CH2:31][CH2:32][O:33][CH2:34][CH2:35]1.[CH3:58][C:59]#[N:60].[CH3:61][C:62](=[O:63])[OH:64].[CH:36]([N:37]=[C:38]=[N:39][CH:40]([CH3:41])[CH3:42])([CH3:43])[CH3:44].[OH:19][n:20]1[c:21]2[c:22]([cH:23][cH:24][cH:25][cH:26]2)[n:27][n:28]1>>[CH2:1]([CH2:2][CH3:3])[N:4]1[CH2:5][CH2:6][N:7]([c:10]2[cH:11][cH:12][c:13]([C:14](=[O:16])[NH:57][C:51]3([C:49]([NH:48][CH2:47][C:45]#[N:46])=[O:50])[CH2:52][CH2:53][CH2:54][CH2:55][CH2:56]3)[cH:17][cH:18]2)[CH2:8][CH2:9]1. Reactants: COC(C(NC(C(NC(=O)OC(C)(C)C)(C)C)=O)(C)C)=O (N-Tert-Butoxycarbonyl α,α-Dimethylglycyl α,α-Dimethylglycine Methyl Ester), C(=O)(C(F)(F)F)O (TFA), C(=O)(C(F)(F)F)O (TFA). The solvent is C(Cl)Cl (CH2Cl2). Conditions: time 8 hour. Yields the product FC(C(=O)O)(F)F.COC(C(NC(C(N)(C)C)=O)(C)C)=O (α,α-Dimethylglycyl α,α-Dimethylglycine Methyl Ester Trifluoroacetate). Isolated yield 90.0%. As a reaction SMILES: [CH3:1][O:2][C:3](=[O:21])[C:4]([CH3:20])([CH3:19])[NH:5][C:6](=[O:18])[C:7]([CH3:17])([CH3:16])[NH:8]C(OC(C)(C)C)=O.[C:22]([OH:28])([C:24]([F:27])([F:26])[F:25])=[O:23]>C(Cl)Cl>[F:25][C:24]([F:27])([F:26])[C:22]([OH:28])=[O:23].[CH3:1][O:2][C:3](=[O:21])[C:4]([CH3:20])([CH3:19])[NH:5][C:6](=[O:18])[C:7]([CH3:17])([CH3:16])[NH2:8] |f:3.4|. Procedure details: N-tert-butoxycarbonyl α,α-dimethylglycyl α,α-dimethylglycine methyl ester 3 (10.79 g, 35.69 mmol) was dissolved in 50% (v/v) TFA in CH2Cl2 (100 mL). The reaction mixture was stirred for 2 h 30 min at room temperature before the solvent and bulk of excess TFA were evaporated at 50° C. over 1 h 30 min. The residue was left standing overnight, dissolved in CH2Cl2 (100 mL) and the bulk of solvent evaporated. More CH2Cl2 (2×100 mL) was added and evaporated. The residue was washed with Et2O (3×60 mL) ... Yields the product [Br-].CC=1C=[N+](C=CC1C)CC1=CC(=CC=C1)NC(CC1=CC=C(C=C1)OCCCCCCCCCCCCCC)=O (3,4-Dimethyl-1-[[3-[[[4-(tetradecyloxy)phenyl]acetyl]amino]phenyl]methyl]pyridinium bromide). Isolated yield 82.8%. Reaction SMILES: [Br:1][CH2:2][C:3]1[CH:4]=[C:5]([NH:9][C:10](=[O:33])[CH2:11][C:12]2[CH:17]=[CH:16][C:15]([O:18][CH2:19][CH2:20][CH2:21][CH2:22][CH2:23][CH2:24][CH2:25][CH2:26][CH2:27][CH2:28][CH2:29][CH2:30][CH2:31][CH3:32])=[CH:14][CH:13]=2)[CH:6]=[CH:7][CH:8]=1.[N:34]1[CH:39]=[CH:38][C:37]([CH3:40])=[C:36]([CH3:41])[CH:35]=1>C(#N)C>[Br-:1].[CH3:41][C:36]1[CH:35]=[N+:34]([CH2:2][C:3]2[CH:8]=[CH:7][CH:6]=[C:5]([NH:9][C:10](=[O:33])[CH2:11][C:12]3[CH:17]=[CH:16][C:15]([O:18][CH2:19][CH2:20][CH2:21][CH2:22][CH2:23][CH2:24][CH2:25][CH2:26][CH2:27][CH2:28][CH2:29][CH2:30][CH2:31][CH3:32])=[CH:14][CH:13]=3)[CH:4]=2)[CH:39]=[CH:38][C:37]=1[CH3:40] |f:3.4|. Procedure: A mixture of 1.5 g of N-[3-(bromomethyl)phenyl]-4-(tetradecyloxy)benzeneacetamide and 933.5 mg of 3,4-lutidine in 25 ml of acetonitrile is refluxed under argon for 4 hours. The solvent is evaporated and the residue mixed with ether. The solid is collected via centrifugation, washed with ether several times and vacuum dried to give 1.5 g of the desired product as a gray-white powder, m.p. 125°-1280° C. Run in C(C)#N (acetonitrile). The reactants are BrCC=1C=C(C=CC1)NC(CC1=CC=C(C=C1)OCCCCCCCCCCCCCC)=O (N-[3-(bromomethyl)phenyl]-4-(tetradecyloxy)benzeneacetamide), N1=CC(=C(C=C1)C)C (3,4-lutidine). Starting materials: COC(\C=C\C=1C=C2C(CC3(CCN(CC3)C(=O)OC(C)(C)C)OC2=CC1)=O)=O ((E)-3-{1′-tert-butoxycarbonyl-4-oxo-spiro[chromane-2,4′-piperidine]-6-yl}-acrylic acid methyl ester), COC(\C=C\C=1C=C2C(CC3(CCN(CC3)C(=O)OC(C)(C)C)OC2=CC1)=O)=O ((E)-3-{1′-tert-butoxycarbonyl-4-oxo-spiro[chromane-2,4′-piperidine]-6-yl}-acrylic acid methyl ester), BrCCC1=CC=C(C=C1)[N+](=O)[O-] (1-(2-bromo-ethyl)-4-nitro-benzene). Yields the product COC(\C=C\C=1C=C2C(CC3(CCN(CC3)CCC3=CC=C(C=C3)[N+](=O)[O-])OC2=CC1)=O)=O ((E)-3-{1′-[2-(4-nitro-phenyl)-ethyl]-4-oxo-spiro[chromane-2,4′-piperidine]-6-yl}-acrylic acid methyl ester). Yield: 93.2%. RXN SMILES: [CH3:1][O:2][C:3](=[O:29])/[CH:4]=[CH:5]/[C:6]1[CH:7]=[C:8]2[C:25](=[CH:26][CH:27]=1)[O:24][C:11]1([CH2:16][CH2:15][N:14]([C:17](OC(C)(C)C)=O)[CH2:13][CH2:12]1)[CH2:10][C:9]2=[O:28].BrC[CH2:32][C:33]1[CH:38]=[CH:37][C:36]([N+:39]([O-:41])=[O:40])=[CH:35][CH:34]=1>>[CH3:1][O:2][C:3](=[O:29])/[CH:4]=[CH:5]/[C:6]1[CH:7]=[C:8]2[C:25](=[CH:26][CH:27]=1)[O:24][C:11]1([CH2:16][CH2:15][N:14]([CH2:17][CH2:32][C:33]3[CH:38]=[CH:37][C:36]([N+:39]([O-:41])=[O:40])=[CH:35][CH:34]=3)[CH2:13][CH2:12]1)[CH2:10][C:9]2=[O:28]. Procedure: (E)-3-{4-Oxo-spiro[chromane-2,4′-piperidine]-6-yl}-acrylic acid methyl ester (337 mg, 1.00 mmol, Intermediate 1, hydrochloride salt) was alkylated using 1-(2-bromo-ethyl)-4-nitro-benzene (460 mg, 2 mmol) as described in Example 56, Step A, giving (E)-3-{1′-[2-(4-nitro-phenyl)-ethyl]-4-oxo-spiro[chromane-2,4′-piperidine]-6-yl}-acrylic acid methyl ester (420 mg) as a light brown solid. The reactants are [H][H] (hydrogen), [N+](=O)([O-])C1=CC=C(OCCO)C=C1 (2-(4-nitro-phenoxy)-ethanol), CO (methanol). The reagents and catalysts are [Pd] (palladium on carbon). Run in C(C)(=O)OCC (ethyl acetate). Product: NC1=CC=C(OCCO)C=C1 (2-(4-amino-phenoxy)-ethanol). The yield is 97.3%. Reaction SMILES: [N+:1]([C:4]1[CH:13]=[CH:12][C:7]([O:8][CH2:9][CH2:10][OH:11])=[CH:6][CH:5]=1)([O-])=O.CO.[H][H]>[Pd].C(OCC)(=O)C>[NH2:1][C:4]1[CH:5]=[CH:6][C:7]([O:8][CH2:9][CH2:10][OH:11])=[CH:12][CH:13]=1. Procedure details: A mixture of 2-(4-nitro-phenoxy)-ethanol (1.0 g, 5.5 mmol), 10% palladium on carbon (110 mg), methanol (40 ml), and ethyl acetate (20 ml) was treated with hydrogen gas (50 psi) on a Parr shaker for 1 hour. The mixture was filtered through a pad of celite under suction and the filtrate was concentrated under reduced pressure to give 2-(4-amino-phenoxy)-ethanol (820 mg, 99% yield). 1H NMR (DMSO-d6) δ 3.61-3.64 (m, 2H, CH2), 3.80 (t, 2H, J=5.0 Hz CH2), 4.57 (br s, 2H, NH2), 4.74 (t, 1H, J=5.6 Hz, O...